The task is: describe an organic reaction: reactants, conditions, products, and yield. This data is from the Open Reaction Database (ORD), a public repository of structured organic reaction records. Reactants: O (water), Cl (hydrochloric acid), C(C1=CC=CC=C1)OC(=O)N1CCC(CC1)N=C=O ((1-Benzyloxycarbonylpiperidin-4-yl)isocyanate), CO (methanol). Reagents/catalysts: CN(C)C=1C=CN=CC1 (DMAP). Run at time 24 hour. Product: C(C1=CC=CC=C1)OC(=O)N1CCC(CC1)NC(=O)OC (1-Benzyloxycarbonyl-4-(methoxycarbonylamino)piperidine). RXN SMILES: [CH2:1]([O:8][C:9]([N:11]1[CH2:16][CH2:15][CH:14]([N:17]=[C:18]=[O:19])[CH2:13][CH2:12]1)=[O:10])[C:2]1[CH:7]=[CH:6][CH:5]=[CH:4][CH:3]=1.[OH2:20].Cl.[CH3:22]O>CN(C1C=CN=CC=1)C>[CH2:1]([O:8][C:9]([N:11]1[CH2:16][CH2:15][CH:14]([NH:17][C:18]([O:20][CH3:22])=[O:19])[CH2:13][CH2:12]1)=[O:10])[C:2]1[CH:7]=[CH:6][CH:5]=[CH:4][CH:3]=1. Reported procedure: To a solution of 1.0 g (3.9 mmol) of (1-benzyloxycarbonyl-piperidin-4-yl)isocyanate from Example 64, Step A in 10 mL of methanol was added 5 mg (cat) of DMAP. The reaction was stirred under nitrogen at rt for 24 h and then poured into water containing 2 mL of 2 N hydrochloric acid and was extracted twice with ethyl acetate. The organic layers were each washed with a portion of brine, dried over sodium sulfate, combined and concentrated to give 1.4 g of the crude title compound which can be used ... The reactants are dichloro, [OH-].[K+] (Potassium hydroxide), C1(=CC=CC=C1)S (thiophenol), BrC=1C2=CC=CC=C2C(=C2C=CC=CC12)Br (9,10-dibromoanthracene). Run in CC(=O)N(C)C (dimethylacetamide). Conditions: temperature 170 celsius. The product is S(C1=CC=CC=C1)C=1C2=CC=CC=C2C(=C2C=CC=CC12)SC1=CC=CC=C1 (9,10-dithiophenoxyantracene). Reaction SMILES: [OH-].[K+].[C:3]1([SH:9])[CH:8]=[CH:7][CH:6]=[CH:5][CH:4]=1.Br[C:11]1[C:12]2[C:17]([C:18](Br)=[C:19]3[C:24]=1[CH:23]=[CH:22][CH:21]=[CH:20]3)=[CH:16][CH:15]=[CH:14][CH:13]=2>CC(N(C)C)=O>[S:9]([C:11]1[C:12]2[C:17]([C:18]([S:9][C:3]3[CH:8]=[CH:7][CH:6]=[CH:5][CH:4]=3)=[C:19]3[C:24]=1[CH:23]=[CH:22][CH:21]=[CH:20]3)=[CH:16][CH:15]=[CH:14][CH:13]=2)[C:3]1[CH:8]=[CH:7][CH:6]=[CH:5][CH:4]=1 |f:0.1|. Procedure details: Potassium hydroxide (19.6 g) and thiophenol (35.5 ml) were heated at 170 degrees C. in dimethylacetamide for two hours. 9,10-dibromoanthracene (37.5 g) was added and the mixture heated at 170 degrees C. an additional two hours. (The corresponding dichloro compound has also been used successfully.) The mixture was quenched with water and the precipitate recrystallized from chloroform/ethanol to give DTPA. RXN SMILES: [Br:1][CH2:2][CH2:3][O:4][c:5]1[cH:6][c:7]([C:8](=[O:9])[O:10][CH3:11])[cH:12][cH:13][cH:14]1.[CH3:17][C:18](=[O:19])[CH3:20].[I-:16].[Na+:15]>>[CH2:2]([CH2:3][O:4][c:5]1[cH:6][c:7]([C:8](=[O:9])[O:10][CH3:11])[cH:12][cH:13][cH:14]1)[I:16]. The reactants are COC(=O)c1cccc(OCCBr)c1, CC(C)=O, [I-], [Na+]. The product is COC(=O)c1cccc(OCCI)c1. Reactants: ClC1=C(C(=CC=C1)Cl)CC(=O)Cl (2,6-dichloro-phenylacetyl chloride), ClC1=NC=NC(=C1N)Cl (4,6-dichloro-pyrimidin-5-ylamine). Conditions: temperature 130 celsius, time 1 hour. The product is ClC1=C(C(=CC=C1)Cl)CC(=O)NC=1C(=NC=NC1Cl)Cl (2-(2,6-Dichloro-phenyl)-N-(4,6-dichloro-pyrimidin-5-yl)-acetamide). Yield: 84.0%. As a reaction SMILES: [Cl:1][C:2]1[CH:7]=[CH:6][CH:5]=[C:4]([Cl:8])[C:3]=1[CH2:9][C:10](Cl)=[O:11].[Cl:13][C:14]1[C:19]([NH2:20])=[C:18]([Cl:21])[N:17]=[CH:16][N:15]=1>>[Cl:1][C:2]1[CH:7]=[CH:6][CH:5]=[C:4]([Cl:8])[C:3]=1[CH2:9][C:10]([NH:20][C:19]1[C:14]([Cl:13])=[N:15][CH:16]=[N:17][C:18]=1[Cl:21])=[O:11]. Procedure details: To a mixture of 2,6-dichlorophenyl acetic acid (100 g, 487 mmol) and DMF (1.5 mL) in toluene (600 mL) was added thionyl chloride (116 g, 974 mmol). The resulting mixture was stirred at rt. After 12 h, the solution was concentrated to provide 2,6-dichloro-phenylacetyl chloride as colorless oil. MS (ESI): mass calcd. for C8H5Cl3O, 221.94; m/z found, 223.0 [M+H]+. 1H NMR (CDCl3): 7.33 (d, J=8.1 Hz, 2H), 7.29-7.24 (m, 1H), 4.56 (s, 2H). A suspension of the crude 2,6-dichloro-phenylacetyl chloride an... Starting materials: CCOC(C)=O, CS(C)=O, ClCc1ccc2c(c1)Nc1nccnc1S2, N#C[Na]. The product is N#CCc1ccc2c(c1)Nc1nccnc1S2. As a reaction SMILES: [CH3:20][CH2:21][O:22][C:23](=[O:24])[CH3:25].[CH3:26][S:27](=[O:28])[CH3:29].[Cl:1][CH2:2][c:3]1[cH:4][cH:5][c:6]2[c:7]([cH:16]1)[NH:8][c:9]1[c:10]([n:12][cH:13][cH:14][n:15]1)[S:11]2.[Na:17][C:18]#[N:19]>>[CH2:2]([c:3]1[cH:4][cH:5][c:6]2[c:7]([cH:16]1)[NH:8][c:9]1[c:10]([n:12][cH:13][cH:14][n:15]1)[S:11]2)[C:18]#[N:19]. Conditions: time 16 hour. The product is NC=1N=CC2=CC(=CC=C2C1)C=1C(=NC=C(C(=O)O)C1)C (5-(3-aminoisoquinolin-7-yl)-6-methylnicotinic acid). Starting materials: C(CC(O)(C(=O)O)CC(=O)O)(=O)O (citric acid), NC=1N=CC2=CC(=CC=C2C1)C=1C(=NC=C(C(=O)OC)C1)C (methyl 5-(3-aminoisoquinolin-7-yl)-6-methylnicotinate), O1CCCC1 (tetrahydrofuran), [OH-].[Li+] (lithium hydroxide). Yield: 63.7%. Reaction SMILES: [NH2:1][C:2]1[N:3]=[CH:4][C:5]2[C:10]([CH:11]=1)=[CH:9][CH:8]=[C:7]([C:12]1[C:13]([CH3:22])=[N:14][CH:15]=[C:16]([CH:21]=1)[C:17]([O:19]C)=[O:18])[CH:6]=2.O1CCCC1.[OH-].[Li+].C(O)(=O)CC(CC(O)=O)(C(O)=O)O>>[NH2:1][C:2]1[N:3]=[CH:4][C:5]2[C:10]([CH:11]=1)=[CH:9][CH:8]=[C:7]([C:12]1[C:13]([CH3:22])=[N:14][CH:15]=[C:16]([CH:21]=1)[C:17]([OH:19])=[O:18])[CH:6]=2 |f:2.3|. Procedure details: To a mixture of methyl 5-(3-aminoisoquinolin-7-yl)-6-methylnicotinate (189 mg; 0.6444 mmol) and tetrahydrofuran (4.0 mL; 49 mmol) was added lithium hydroxide (2.0 mL; 2.0 mmol). The reaction mixture was stirred at room temperature for 16 hours. The reaction mixture was acidified with 10% aqueous citric acid (2 mL), and the resulting yellow precipitate recovered via filtration, washed with water and tetrahydrofuran, and dried under vacuum to yield 114.6 mg of the title compound, which was carried... Reactants: CC1(CC(NC2=CC=C(C=C12)C(F)(F)F)C=1C=C(C=CC1)N)C (3-(4,4-dimethyl-6-trifluoromethyl-1,2,3,4-tetrahydro-quinolin-2-yl)-phenylamine), N1=CC=CC=C1 (pyridine), CC1=CC=C(C=C1)S(=O)(=O)Cl (4-Methyl-benzenesulfonyl chloride). The solvent is ClCCl (dichloromethane), ClCCl (dichloromethane). Reaction conditions: time 8 hour. Yields the product CC1(CC(NC2=CC=C(C=C12)C(F)(F)F)C=1C=C(C=CC1)NS(=O)(=O)C1=CC=C(C=C1)C)C (N-[3-(4,4-dimethyl-6-trifluoromethyl-1,2,3,4-tetrahydro-quinolin-2-yl)-phenyl]-4-methyl-benzenesulfonamide). The yield is 82.9%. As a reaction SMILES: [CH3:1][C:2]1([CH3:23])[C:11]2[C:6](=[CH:7][CH:8]=[C:9]([C:12]([F:15])([F:14])[F:13])[CH:10]=2)[NH:5][CH:4]([C:16]2[CH:17]=[C:18]([NH2:22])[CH:19]=[CH:20][CH:21]=2)[CH2:3]1.N1C=CC=CC=1.[CH3:30][C:31]1[CH:36]=[CH:35][C:34]([S:37](Cl)(=[O:39])=[O:38])=[CH:33][CH:32]=1>ClCCl>[CH3:1][C:2]1([CH3:23])[C:11]2[C:6](=[CH:7][CH:8]=[C:9]([C:12]([F:15])([F:13])[F:14])[CH:10]=2)[NH:5][CH:4]([C:16]2[CH:17]=[C:18]([NH:22][S:37]([C:34]3[CH:35]=[CH:36][C:31]([CH3:30])=[CH:32][CH:33]=3)(=[O:39])=[O:38])[CH:19]=[CH:20][CH:21]=2)[CH2:3]1. Procedure details: To a stirred solution of 3-(4,4-dimethyl-6-trifluoromethyl-1,2,3,4-tetrahydro-quinolin-2-yl)-phenylamine (100 mg, 0.31 mmol) in pyridine (49 mg, 0.62 mmol) and dichloromethane (1.5 mL) at 0° C. was added dropwise a solution of 4-Methyl-benzenesulfonyl chloride (71 mg, 0.37 mmol) in dichloromethane (0.5 mL). The mixture was stirred at room temperature overnight. The mixture was quenched with water (5 mL) and extracted with dichloromethane (5 mL×2). The combined organic layers were dried over anhy... Starting materials: OC1=C(C=CC(=C1)O)C(CCC1=CC=CC=C1)=O (1-(2,4-dihydroxyphenyl)3-phenyl-propan-1-one), NC1=CC=C(C=C1)C=1CCC(NN1)=O (6-(4-aminophenyl)-4,5-dihydropyridazin-3(2H)one). The solvent is C(C)(=O)OCC (ethyl acetate). Run at temperature 190 celsius. Product: OC1=C(C=CC(=C1)O)C(CCC1=CC=CC=C1)=NC1=CC=C(C=C1)C=1CCC(NN1)=O (6-[4-(1-(2,4-dihydroxyphenyl)-3-phenylpropylidene)aminophenyl]-4,5-dihydropyridazin-3(2H)one). RXN SMILES: [OH:1][C:2]1[CH:7]=[C:6]([OH:8])[CH:5]=[CH:4][C:3]=1[C:9](=O)[CH2:10][CH2:11][C:12]1[CH:17]=[CH:16][CH:15]=[CH:14][CH:13]=1.[NH2:19][C:20]1[CH:25]=[CH:24][C:23]([C:26]2[CH2:27][CH2:28][C:29](=[O:32])[NH:30][N:31]=2)=[CH:22][CH:21]=1>C(OCC)(=O)C>[OH:1][C:2]1[CH:7]=[C:6]([OH:8])[CH:5]=[CH:4][C:3]=1[C:9](=[N:19][C:20]1[CH:25]=[CH:24][C:23]([C:26]2[CH2:27][CH2:28][C:29](=[O:32])[NH:30][N:31]=2)=[CH:22][CH:21]=1)[CH2:10][CH2:11][C:12]1[CH:17]=[CH:16][CH:15]=[CH:14][CH:13]=1. Procedure: A mixture containing 1.45 g of 1-(2,4-dihydroxyphenyl)3-phenyl-propan-1-one and 6-(4-aminophenyl)-4,5-dihydropyridazin-3(2H)one was heated for 72 h at 190° C. The product was treated with ethyl acetate, yield 0.37 g (16%), m.p. 208°-210° C. The reactants are ClCCCCC1(C(NC2=CC=CC=C12)=O)CC(C)C (3-(4-chlorobutyl)-3-isobutyl-1,3-dihydro-2H-indol-2-one), O1CCOC2=C1C=CC=C2N2CCNCC2 (4-(2,3-dihydro-benzo[1,4]dioxin-5-yl)-piperazine). Yields the product O1CCOC2=C1C=CC=C2N2CCN(CC2)CCCCC2(C(NC1=CC=CC=C21)=O)CC(C)C (3-{4-[4-(2,3-Dihydrobenzo[1,4]dioxin-5-yl)-piperazin-1-yl]-butyl}-3-isobutyl-1,3-dihydro-2H-indol-2-one). RXN SMILES: Cl[CH2:2][CH2:3][CH2:4][CH2:5][C:6]1([CH2:16][CH:17]([CH3:19])[CH3:18])[C:14]2[C:9](=[CH:10][CH:11]=[CH:12][CH:13]=2)[NH:8][C:7]1=[O:15].[O:20]1[C:25]2[CH:26]=[CH:27][CH:28]=[C:29]([N:30]3[CH2:35][CH2:34][NH:33][CH2:32][CH2:31]3)[C:24]=2[O:23][CH2:22][CH2:21]1>>[O:20]1[C:25]2[CH:26]=[CH:27][CH:28]=[C:29]([N:30]3[CH2:35][CH2:34][N:33]([CH2:2][CH2:3][CH2:4][CH2:5][C:6]4([CH2:16][CH:17]([CH3:19])[CH3:18])[C:14]5[C:9](=[CH:10][CH:11]=[CH:12][CH:13]=5)[NH:8][C:7]4=[O:15])[CH2:32][CH2:31]3)[C:24]=2[O:23][CH2:22][CH2:21]1. Procedure details: The title compound is prepared according to process H by applying processing method 1 starting from 3-(4-chlorobutyl)-3-isobutyl-1,3-dihydro-2H-indol-2-one and 4-(2,3-dihydro-benzo[1,4]dioxin-5-yl)-piperazine.